This data is from the Open Reaction Database (ORD), a public repository of structured organic reaction records. The task is: describe an organic reaction: reactants, conditions, products, and yield Starting materials: C(C1=CC=CC=C1)OC(=O)N1[C@@H](CC2=CC=CC=C12)C(=O)O (N-benzyloxycarbonyl-2(S)-indolinecarboxylic acid), C(CC)N (n-propylamine). Yields the product C(CC)NC(=O)[C@H]1N(C2=CC=CC=C2C1)C(=O)OCC1=CC=CC=C1 (N-benzyloxycarbonyl-2(S)-indolinecarboxylic acid n-propylamide). As a reaction SMILES: [CH2:1]([O:8][C:9]([N:11]1[C:19]2[C:14](=[CH:15][CH:16]=[CH:17][CH:18]=2)[CH2:13][C@H:12]1[C:20]([OH:22])=O)=[O:10])[C:2]1[CH:7]=[CH:6][CH:5]=[CH:4][CH:3]=1.[CH2:23]([NH2:26])[CH2:24][CH3:25]>>[CH2:23]([NH:26][C:20]([C@@H:12]1[CH2:13][C:14]2[C:19](=[CH:18][CH:17]=[CH:16][CH:15]=2)[N:11]1[C:9]([O:8][CH2:1][C:2]1[CH:7]=[CH:6][CH:5]=[CH:4][CH:3]=1)=[O:10])=[O:22])[CH2:24][CH3:25]. Reported procedure: The process is performed as in Example 14 a), starting with N-benzyloxycarbonyl-2(S)-indolinecarboxylic acid prepared as in Example 16 a) and n-propylamine. A white solid is obtained, which is recrystallized from CCl4. The reactants are C(C1=CC=CC=C1)N(C(C)=O)C1CCNCC1 (N-benzyl-N-(piperidin-4-yl)acetamide), ClC1=CC=C(C=N1)C1=NC2=CC(=CC(=C2C(N1)=O)OC)OC (2-(6-chloropyridin-3-yl)-5,7-dimethoxyquinazolin-4(3H)-one), C(=O)([O-])[O-].[K+].[K+] (K2CO3). Run in CN(C)C=O (DMF). Yields the product C(C1=CC=CC=C1)N(C(C)=O)C1CCN(CC1)C1=NC=C(C=C1)C1=NC2=CC(=CC(=C2C(N1)=O)OC)OC (N-Benzyl-N-(1-(5-(5,7-dimethoxy-4-oxo-3,4-dihydroquinazolin-2-yl)pyridin-2-yl)piperidin-4-yl)acetamide). Isolated yield 30.4%. Reaction SMILES: [CH2:1]([N:8]([CH:12]1[CH2:17][CH2:16][NH:15][CH2:14][CH2:13]1)[C:9](=[O:11])[CH3:10])[C:2]1[CH:7]=[CH:6][CH:5]=[CH:4][CH:3]=1.Cl[C:19]1[N:24]=[CH:23][C:22]([C:25]2[NH:34][C:33](=[O:35])[C:32]3[C:27](=[CH:28][C:29]([O:38][CH3:39])=[CH:30][C:31]=3[O:36][CH3:37])[N:26]=2)=[CH:21][CH:20]=1.C([O-])([O-])=O.[K+].[K+]>CN(C=O)C>[CH2:1]([N:8]([CH:12]1[CH2:17][CH2:16][N:15]([C:19]2[CH:20]=[CH:21][C:22]([C:25]3[NH:34][C:33](=[O:35])[C:32]4[C:27](=[CH:28][C:29]([O:38][CH3:39])=[CH:30][C:31]=4[O:36][CH3:37])[N:26]=3)=[CH:23][N:24]=2)[CH2:14][CH2:13]1)[C:9](=[O:11])[CH3:10])[C:2]1[CH:3]=[CH:4][CH:5]=[CH:6][CH:7]=1 |f:2.3.4|. Procedure details: To a solution of N-benzyl-N-(piperidin-4-yl)acetamide (1.5 g, 6.3 mmol) and 2-(6-chloropyridin-3-yl)-5,7-dimethoxyquinazolin-4(3H)-one (1.0 g, 3.2 mmol) in DMF (15 mL) was added K2CO3 (0.875 g, 6.3 mmol) and the reaction was heated at reflux temperature overnight. The resulting mixture was concentrated in vacuo and purified by flash chromatography on silica gel, eluting with 1% to 10% MeOH/CH2Cl2, to afford the title compound (0.500 g, 30%) as a white solid. 1H NMR (300 MHz, DMSO-d6): δ 11.84 (s... Starting materials: FCC=1N=NN(C1)CN1C(=O)C(=O)C2=CC(=CC=C12)S(=O)(=O)N1[C@@H](CCC1)COC1=C(C=C(C=C1)F)F ((S)-1-[4-(Fluoromethyl)-1H-[1,2,3]-triazol-1-yl]methyl-5-(2-(2,4-difluorophenoxymethyl)-pyrrolidine-1-sulfonyl)isatin), 6-[18F]fluorohex-1-yne, FCCCCC#C (6-fluorohex-1-yne), FCC#C (3-fluoroprop-1-yne). Product: FCCCCC=1N=NN(C1)CN1C(=O)C(=O)C2=CC(=CC=C12)S(=O)(=O)N1[C@@H](CCC1)COC1=C(C=C(C=C1)F)F ((S)-1-[4-(4-Fluorobutyl)-1H-[1,2,3]-triazol-1-yl]methyl-5-(2-(2,4-difluorophenoxymethyl)-pyrrolidine-1-sulfonyl)isatin). As a reaction SMILES: FC[C:3]1[N:4]=[N:5][N:6]([CH2:8][N:9]2[C:19]3[C:14](=[CH:15][C:16]([S:20]([N:23]4[CH2:27][CH2:26][CH2:25][C@H:24]4[CH2:28][O:29][C:30]4[CH:35]=[CH:34][C:33]([F:36])=[CH:32][C:31]=4[F:37])(=[O:22])=[O:21])=[CH:17][CH:18]=3)[C:12](=[O:13])[C:10]2=[O:11])[CH:7]=1.[F:38][CH2:39][CH2:40][CH2:41][CH2:42]C#C.FCC#C>>[F:38][CH2:39][CH2:40][CH2:41][CH2:42][C:3]1[N:4]=[N:5][N:6]([CH2:8][N:9]2[C:19]3[C:14](=[CH:15][C:16]([S:20]([N:23]4[CH2:27][CH2:26][CH2:25][C@H:24]4[CH2:28][O:29][C:30]4[CH:35]=[CH:34][C:33]([F:36])=[CH:32][C:31]=4[F:37])(=[O:22])=[O:21])=[CH:17][CH:18]=3)[C:12](=[O:13])[C:10]2=[O:11])[CH:7]=1. Procedure: is prepared according for the procedure for compound 6, with the exception that 6-fluorohex-1-yne is used in place of the (3-fluoroprop-1-yne). For the preparation of [18F]9, 6-[18F]fluorohex-1-yne is used in place of 3-fluoroprop-1-yne. Starting materials: C(C1=CC=CC=C1)OC=1C=C2C(=C(C=NC2=CC1OCCOC)C#N)Cl (6-benzyloxy-4-chloro-7-(2-methoxyethoxy)-3-quinolinecarbonitrile), C1(=CC=CC=C1)SC (thioanisole). Run in FC(C(=O)O)(F)F (trifluoroacetic acid). Yields the product ClC1=C(C=NC2=CC(=C(C=C12)O)OCCOC)C#N (4-chloro-6-hydroxy-7-(2-methoxyethoxy)-3-quinolinecarbonitrile). Isolated yield 78.0%. Reaction SMILES: C([O:8][C:9]1[CH:10]=[C:11]2[C:16](=[CH:17][C:18]=1[O:19][CH2:20][CH2:21][O:22][CH3:23])[N:15]=[CH:14][C:13]([C:24]#[N:25])=[C:12]2[Cl:26])C1C=CC=CC=1.C1(SC)C=CC=CC=1>FC(F)(F)C(O)=O>[Cl:26][C:12]1[C:11]2[C:16](=[CH:17][C:18]([O:19][CH2:20][CH2:21][O:22][CH3:23])=[C:9]([OH:8])[CH:10]=2)[N:15]=[CH:14][C:13]=1[C:24]#[N:25]. Reported procedure: A mixture of 6-benzyloxy-4-chloro-7-(2-methoxyethoxy)-3-quinolinecarbonitrile (512 mg, 1.39 mmol) and 0.9 mL of thioanisole in 7.5 mL of trifluoroacetic acid is heated at reflux for 3 hours then concentrated in vacuo. The residue is treated with ice water and then basified to pH 9-10 by the addition of aqueous ammonium hydroxide. The resultant suspension is extracted with ethyl acetate. The organic layer is washed with brine, dried over sodium sulfate, filtered and concentrated in vacuo. Tritura... Yields the product N(=NC=1NC(=C(N1)C#N)C#N)C=1NC(=C(N1)C#N)C#N (2,2'-Azobis(4,5-imidazoledicarbonitrile)). Starting materials: conc. hyrdrochloric acid, N(=O)[O-].[Na+] (sodium nitrite), S(=O)([O-])[O-].[Na+].[Na+] (sodium sulfite), [OH-].[Na+] (sodium hydroxide), sh 375, [N+](=[N-])=C1N=C(C(=N1)C#N)C#N (2-diazo-4,5-dicyanoimidazole), UV(CH3CN), NC=1NC(=C(N1)C#N)C#N (2-amino-4,5-dicyanoimidazole). Reaction SMILES: [NH2:1][C:2]1[NH:3][C:4]([C:9]#[N:10])=[C:5]([C:7]#[N:8])[N:6]=1.N([O-])=O.[Na+].[N+:15](=[C:17]1[N:21]=[C:20]([C:22]#[N:23])[C:19]([C:24]#[N:25])=[N:18]1)=[N-].S([O-])([O-])=O.[Na+].[Na+].[OH-].[Na+]>O>[N:15]([C:17]1[NH:18][C:19]([C:24]#[N:25])=[C:20]([C:22]#[N:23])[N:21]=1)=[N:1][C:2]1[NH:3][C:4]([C:9]#[N:10])=[C:5]([C:7]#[N:8])[N:6]=1 |f:1.2,4.5.6,7.8|. Run in O (water), O (water), O (water). Reported procedure: 5.34 g (40 mmol) of 2-amino-4,5-dicyanoimidazole was dissolved in 130 ml water plus 30 ml conc. hyrdrochloric acid and diazotized by the slow addition (over 5 min) of a solution of 4.0 g of sodium nitrite in 15 ml of water. The mixture was then stirred and cooled to 0°-10° for 45 minutes. The resulting cold suspension of 2-diazo-4,5-dicyanoimidazole was poured into a stirred solution of 12.4 g of sodium sulfite and 2.2 g of sodium hydroxide in 50 ml of water at 0°. An immediate yellow precipitat...